From a dataset of the Open Reaction Database (ORD), a public repository of structured organic reaction records. describe an organic reaction: reactants, conditions, products, and yield The reactants are FC(F)(F)c1ccc(CBr)cc1, C[Si](C)(C)[N-][Si](C)(C)C, CN1CCCN(C)C1=O, [Cl-], Cc1nc(N2CCCC2=O)sc1C(=O)NCc1ccc(F)cc1, [Li+], [NH4+], C1CCOC1. The product is Cc1nc(N2CCC(Cc3ccc(C(F)(F)F)cc3)C2=O)sc1C(=O)NCc1ccc(F)cc1. Reaction SMILES: [Br:34][CH2:35][c:36]1[cH:37][cH:38][c:39]([C:42]([F:43])([F:44])[F:45])[cH:40][cH:41]1.[CH3:24][Si:25]([N-:26][Si:27]([CH3:28])([CH3:29])[CH3:30])([CH3:31])[CH3:32].[CH3:48][N:49]1[CH2:50][CH2:51][CH2:52][N:53]([CH3:54])[C:55]1=[O:56].[Cl-:46].[F:1][c:2]1[cH:3][cH:4][c:5]([CH2:6][NH:7][C:8](=[O:9])[c:10]2[c:11]([CH3:21])[n:12][c:13]([N:15]3[C:16](=[O:20])[CH2:17][CH2:18][CH2:19]3)[s:14]2)[cH:22][cH:23]1.[Li+:33].[NH4+:47].[O:57]1[CH2:58][CH2:59][CH2:60][CH2:61]1>>[F:1][c:2]1[cH:3][cH:4][c:5]([CH2:6][NH:7][C:8](=[O:9])[c:10]2[c:11]([CH3:21])[n:12][c:13]([N:15]3[C:16](=[O:20])[CH:17]([CH2:35][c:36]4[cH:37][cH:38][c:39]([C:42]([F:43])([F:44])[F:45])[cH:40][cH:41]4)[CH2:18][CH2:19]3)[s:14]2)[cH:22][cH:23]1. Starting materials: ClC1=CC=C(C(=O)C=2C=C(C(C(=O)O)=CC2)C(=O)O)C=C1 (4-(4-chlorobenzoyl)phthalic acid), C(C)(=O)OC(C)=O (acetic anhydride), resultant mixture. Run in C(C)(=O)O (acetic acid). Yields the product ClC1=CC=C(C(=O)C=2C=C3C(C(=O)OC3=O)=CC2)C=C1 (4-(4-chlorobenzoyl) phthalic acid anhydride). The yield is 96.7%. Reaction SMILES: [Cl:1][C:2]1[CH:21]=[CH:20][C:5]([C:6]([C:8]2[CH:9]=[C:10]([C:17]([OH:19])=[O:18])[C:11](=[CH:15][CH:16]=2)[C:12](O)=[O:13])=[O:7])=[CH:4][CH:3]=1.C(OC(=O)C)(=O)C>C(O)(=O)C>[Cl:1][C:2]1[CH:21]=[CH:20][C:5]([C:6]([C:8]2[CH:9]=[C:10]3[C:17](=[O:19])[O:18][C:12](=[O:13])[C:11]3=[CH:15][CH:16]=2)=[O:7])=[CH:4][CH:3]=1. Procedure: To 10 ml of acetic acid were added 1.00 g of 4-(4-chlorobenzoyl)phthalic acid and 1.34 g of acetic anhydride, and the resultant mixture was refluxed under heating for 3.5 hours. After finishing the reaction, the acetic acid was evaporated in vacuo and the resultant residue was mixed with hexane. The precipitated solid was filtered, washed with hexane and dried to give 0.91 g of the titled compound. Procedure details: Reaction of 3-[(2-aminoethyl)thiomethyl]-pyridazine with S-methyl-N-nitroisothiourea by the procedure of Example 2(ii) gives N-nitro-N'-[2-(3-pyridazinylmethylthio)ethyl]guanidine. Similarly, by the procedure of Example 2(iii), there is obtained N-methyl-N'-nitro-N"-[2-(3-pyridazinylmethylthio)ethyl]-guanidine. Product: [N+](=O)([O-])NC(=N)NCCSCC=1N=NC=CC1 (N-nitro-N'-[2-(3-pyridazinylmethylthio)ethyl]guanidine). Reaction SMILES: [NH2:1][CH2:2][CH2:3][S:4][CH2:5][C:6]1[N:7]=[N:8][CH:9]=[CH:10][CH:11]=1.CS[C:14](=[NH:19])[NH:15][N+:16]([O-:18])=[O:17]>>[N+:16]([NH:15][C:14]([NH:1][CH2:2][CH2:3][S:4][CH2:5][C:6]1[N:7]=[N:8][CH:9]=[CH:10][CH:11]=1)=[NH:19])([O-:18])=[O:17]. The reactants are NCCSCC=1N=NC=CC1 (3-[(2-aminoethyl)thiomethyl]-pyridazine), CSC(N[N+](=O)[O-])=N (S-methyl-N-nitroisothiourea). Reactants: methiodide, [I-].ClC1=CC2=C(SC(S2)=[N+](C2=CC=CC=C2)C)C=C1 (5-chloro-N-methyl-N-phenyl-1,3-benzodithiol-2-iminium iodide), C([O-])([O-])=O.[Na+].[Na+] (sodium carbonate), NN1C(SCC1=O)=S (N-aminorhodanine), CN(C=O)C (dimethylformamide). Run in O (water). Reaction conditions: temperature 50 celsius. The product is ClC1=CC2=C(SC(S2)=NN2C(SCC2=O)=S)C=C1 (3-[(5-Chloro-1,3-benzodithiol-2-ylidene)amino]-2-thioxo-4-thiazolidinone). Yield: 79.0%. RXN SMILES: [I-].[Cl:2][C:3]1[CH:19]=[CH:18][C:6]2[S:7][C:8](=[N+:10](C)C3C=CC=CC=3)[S:9][C:5]=2[CH:4]=1.C(=O)([O-])[O-].[Na+].[Na+].N[N:27]1[C:31](=[O:32])[CH2:30][S:29][C:28]1=[S:33].CN(C)C=O>O>[Cl:2][C:3]1[CH:19]=[CH:18][C:6]2[S:7][C:8](=[N:10][N:27]3[C:31](=[O:32])[CH2:30][S:29][C:28]3=[S:33])[S:9][C:5]=2[CH:4]=1 |f:0.1,2.3.4|. Reported procedure: A mixture of the methiodide of 5-chloro-N-methyl-N-phenyl-1,3-benzodithiol-2-iminium iodide (1.9 g), sodium carbonate (121 mg), N-aminorhodanine (338 mg) and dimethylformamide (20 ml) is heated at 50° C for 3 hours. The mixture is poured into water and the precipitate which forms is filtered and washed with water. The product is recrystallized from dimethylformamide to yield 600 mg of the title compound, melting point 312°-314° C. The reactants are O=C([O-])[O-], CO, O=C(Nc1nc2ccc(F)cn2c1-c1ccccc1)C(F)(F)F, [K+], [K+], O. Product: Nc1nc2ccc(F)cn2c1-c1ccccc1. As a reaction SMILES: [C:24](=[O:25])([O-:26])[O-:27].[CH3:30][OH:31].[F:1][C:2]([F:3])([F:4])[C:22]([NH:5][c:6]1[n:7][c:8]2[n:9]([cH:10][c:11]([F:14])[cH:12][cH:13]2)[c:15]1-[c:16]1[cH:17][cH:18][cH:19][cH:20][cH:21]1)=[O:23].[K+:28].[K+:29].[OH2:32]>>[NH2:5][c:6]1[n:7][c:8]2[n:9]([cH:10][c:11]([F:14])[cH:12][cH:13]2)[c:15]1-[c:16]1[cH:17][cH:18][cH:19][cH:20][cH:21]1.